From a dataset of the Open Reaction Database (ORD), a public repository of structured organic reaction records. describe an organic reaction: reactants, conditions, products, and yield The reactants are C(C)(C)NC(C)C.[Li] (lithium diisopropylamine), O1C=C(C=C1)C(=O)O (3-furoic acid), C(C)(C)[Si](OCC(CO[Si](C(C)C)(C(C)C)C(C)C)=O)(C(C)C)C(C)C (1,3-Bis-triisopropylsilanyloxy-propan-2-one), C(C)OC(C)=O (ethylacetate). Run in O1CCCC1 (tetrahydrofuran), O1CCCC1 (tetrahydrofuran). Run at temperature -78 celsius, time 1 hour. The product is OCC=1C2=C(C(OC1)=O)C=CO2 (7-(Hydroxymethyl)furo[3,2-c]pyran-4-one). Yield: 42.0%. Reaction SMILES: C(NC(C)C)(C)C.[Li].[O:9]1[CH:13]=[CH:12][C:11]([C:14]([OH:16])=[O:15])=[CH:10]1.C([Si](C(C)C)(C(C)C)[O:21][CH2:22][C:23](=O)[CH2:24]O[Si](C(C)C)(C(C)C)C(C)C)(C)C.C(OC(=O)C)C>O1CCCC1>[OH:21][CH2:22][C:23]1[C:10]2[O:9][CH:13]=[CH:12][C:11]=2[C:14](=[O:16])[O:15][CH:24]=1 |f:0.1,^1:7|. Reported procedure: Add lithium diisopropylamine (0.454 mole) as a solution in tetrahydrofuran (100) mL to a solution of 3-furoic acid (23.36 g, 0.208 mole) at −78° C. over 30 minutes and stir for 1 hour at −78° C. To the resulting di-anion add 1,3-Bis-triisopropylsilanyloxy-propan-2-one as a solution in tetrahydrofuran (250 mL)over 30 minutes and stir at −78° C. for 1 hour and allow to warm to room temperature overnight. Quench the reaction with saturated aqueous ammonium chloride, pour into ethylacetate (1 L), ad... The reactants are Cl.NO (hydroxylamine hydrochloride), C1(=CC=CC=C1)C(C=O)C (Phenylpropionaldehyde), N1=CC=CC=C1 (pyridine). Run in CCO (EtOH). Run at time 4 hour. The product is C1(=CC=CC=C1)CCC=NO (3-phenylpropionaldehyde oxime). Yield: 24.0%. As a reaction SMILES: [C:1]1([CH:7]([CH3:10])C=O)[CH:6]=[CH:5][CH:4]=[CH:3][CH:2]=1.Cl.N[OH:13].[N:14]1[CH:19]=CC=CC=1>CCO>[C:1]1([CH2:7][CH2:10][CH:19]=[N:14][OH:13])[CH:2]=[CH:3][CH:4]=[CH:5][CH:6]=1 |f:1.2|. Procedure: Phenylpropionaldehyde (3.35 g, 3.3 ml, 25 mmol) was dissolved in EtOH (90 ml) and mixed successively with hydroxylamine hydrochloride (2.6 g, 37.5 mmol) and abs. pyridine (2.42 ml, 30 mmol) while stirring. After stirring for 4 h, the solvent was removed under vacuum, the residue taken up in toluene (1×50 ml) and the solvent removed again under vacuum. The oily residue was stirred with EtOAc (50 ml) and water (30 ml) for 15 min. Subsequently, the phases were separated. The organic phase was washe... The reactants are BrCCN1C(CCC1)C (1-(2-bromoethyl)-2-methylpyrrolidine), Cl.ClC1=CC=C(C=C1)NN (4-chlorophenylhydrazine hydrochloride), CN1CCC(CC1)=O (N-methyl-4-piperidone). The solvent is C(C)N(CC)CC (triethylamine). As a reaction SMILES: Br[CH2:2][CH2:3][N:4]1[CH2:8][CH2:7][CH2:6][CH:5]1[CH3:9].Cl.[Cl:11][C:12]1[CH:17]=[CH:16][C:15]([NH:18]N)=[CH:14][CH:13]=1.[CH3:20][N:21]1[CH2:26][CH2:25][C:24](=O)[CH2:23][CH2:22]1>C(N(CC)CC)C>[Cl:11][C:12]1[CH:17]=[CH:16][C:15]2[N:18]([CH2:2][CH2:3][N:4]3[CH2:8][CH2:7][CH2:6][CH:5]3[CH3:9])[C:24]3[CH2:25][CH2:26][N:21]([CH3:20])[CH2:22][C:23]=3[C:14]=2[CH:13]=1 |f:1.2|. Reported procedure: The title compound is prepared by following Method 8 by using 1-(2-bromoethyl)-2-methylpyrrolidine, 4-chlorophenylhydrazine hydrochloride, triethylamine and N-methyl-4-piperidone The product is ClC1=CC=2C3=C(N(C2C=C1)CCN1C(CCC1)C)CCN(C3)C (8-chloro-2,3,4,5-tetrahydro-2-methyl-5-(2-(2-methylpyrrolidin-1-yl)ethyl)-1H-pyrido[4,3-b]indole). Reactants: CC(C)(C)c1cc(OCc2ccccc2C(=O)O)cc(C(C)(C)C)c1, Cl, Nc1nnn[nH]1, O=S(Cl)Cl, c1ccncc1. Yields the product CC(C)(C)c1cc(OCc2ccccc2C(=O)Nc2nnn[nH]2)cc(C(C)(C)C)c1. Reaction SMILES: [C:1]([CH3:2])([CH3:3])([CH3:4])[c:5]1[cH:6][c:7]([O:8][CH2:9][c:10]2[c:11]([C:12](=[O:13])[OH:14])[cH:15][cH:16][cH:17][cH:18]2)[cH:19][c:20]([C:22]([CH3:23])([CH3:24])[CH3:25])[cH:21]1.[ClH:42].[NH2:26][c:27]1[n:28][n:29][n:30][nH:31]1.[S:32]([Cl:33])([Cl:34])=[O:35].[cH:36]1[cH:37][cH:38][n:39][cH:40][cH:41]1>>[C:1]([CH3:2])([CH3:3])([CH3:4])[c:5]1[cH:6][c:7]([O:8][CH2:9][c:10]2[c:11]([C:12](=[O:13])[NH:26][c:27]3[n:28][n:29][n:30][nH:31]3)[cH:15][cH:16][cH:17][cH:18]2)[cH:19][c:20]([C:22]([CH3:23])([CH3:24])[CH3:25])[cH:21]1. Starting materials: C(C)OC([C@H](CN=[N+]=[N-])OC)OCC (3-azido-2(S)-methoxy-propanal diethyl acetal), N(=[N+]=[N-])C[C@@H]([C@@H]([C@@H](C(CO)=O)O)O)OC ((35,4R,5S)-6-azido-5-methoxy-1,3,4-trihydroxyhexan-2-one), rhamnulose 1-phosphate. The product is N(=[N+]=[N-])C[C@@H]([C@H]([C@H](C(CO)=O)O)O)OC ((3R,4S,5S)-6-azido-5-methoxy-1,3,4-trihydroxyhexan-2-one). Isolated yield 38.0%. As a reaction SMILES: C(OC(OCC)[C@@H](OC)CN=[N+]=[N-])C.[N:15]([CH2:18][C@H:19]([O:28][CH3:29])[C@H:20]([OH:27])[C@H:21]([OH:26])[C:22](=[O:25])[CH2:23][OH:24])=[N+:16]=[N-:17]>>[N:15]([CH2:18][C@H:19]([O:28][CH3:29])[C@@H:20]([OH:27])[C@@H:21]([OH:26])[C:22](=[O:25])[CH2:23][OH:24])=[N+:16]=[N-:17]. Reported procedure: A solution of 3-azido-2(S)-methoxy-propanal diethyl acetal 25 (832 mg, 4.1 mmol) prepared in the same way as above as for compound 26 from the S-enatiomer was treated in the same manner as described for the R enantiomer. In this case rhamnulose-1-phosphate aldolase was added (0.5 mL, 80 units) and after usual monitoring and work-up, 380 mg (38%) of (3R,4S,5S)-6-azido-5-methoxy-1,3,4-trihydroxyhexan-2-one 27 were obtained. The NMR data were identical to those of 26. The reactants are NC=1C=CC=C2C=CC=NC12 (8-aminoquinoline), C(C)OC=1C(C(C1OCC)=O)=O (3,4-diethoxy-3-cyclobutene-1,2-dione). Solvent: C(C)O (ethanol), C(C)O (ethanol). The product is N1=CC=CC2=CC=CC(=C12)NC=1C(C(C1OCC)=O)=O (3-(quinolin-8-ylamino)-4-ethoxy-cyclobut-3-ene -1,2-dione). Yield: 70.4%. Reaction SMILES: [NH2:1][C:2]1[CH:3]=[CH:4][CH:5]=[C:6]2[C:11]=1[N:10]=[CH:9][CH:8]=[CH:7]2.[CH2:12]([O:14][C:15]1[C:16](=O)[C:17](=[O:22])[C:18]=1[O:19]CC)[CH3:13]>C(O)C>[N:10]1[C:11]2[C:6](=[CH:5][CH:4]=[CH:3][C:2]=2[NH:1][C:16]2[C:17](=[O:22])[C:18](=[O:19])[C:15]=2[O:14][CH2:12][CH3:13])[CH:7]=[CH:8][CH:9]=1. Reported procedure: To a solution of 8-aminoquinoline (1.00 g, 6.94 mmol) in ethanol (20 mL) was added 3,4-diethoxy-3-cyclobutene-1,2-dione (1.03 mL, 6.94 mmol) and the resulting mixture was heated to reflux for 24 hours. The mixture was cooled, diluted with ethanol, and filtered. The crude product was triturated with chloroform/hexanes, then purified by chromatography (EtOAc/hexane) to give 1.31 g (70%) of product: 1H NMR (DMSO-d6) δ9.75 (br m, 1H), 8.86 (dd, 1H), 8.26 (br m, 1H), 8.20 (dd, 1H), 7.57 (m, 2H), 7.53... Reactants: BrCc1ccccc1, CC(C)c1c(C(=O)NCc2ccc(F)c(F)c2)c2ccc(O)cc2n1Cc1ccccc1, CC(C)=O, [I-], [K+], [K+], [Na+], O=C([O-])[O-], CN(C)C=O. Yields the product CC(C)c1c(C(=O)NCc2ccc(F)c(F)c2)c2ccc(OCc3ccccc3)cc2n1Cc1ccccc1. Reaction SMILES: [Br:39][CH2:40][c:41]1[cH:42][cH:43][cH:44][cH:45][cH:46]1.[CH2:1]([c:2]1[cH:3][cH:4][cH:5][cH:6][cH:7]1)[n:8]1[c:9]([CH:30]([CH3:31])[CH3:32])[c:10]([C:18](=[O:19])[NH:20][CH2:21][c:22]2[cH:23][c:24]([F:29])[c:25]([F:28])[cH:26][cH:27]2)[c:11]2[cH:12][cH:13][c:14]([OH:17])[cH:15][c:16]12.[CH3:54][C:55](=[O:56])[CH3:57].[I-:47].[K+:33].[K+:34].[Na+:48].[O-:35][C:36]([O-:37])=[O:38].[O:49]=[CH:50][N:51]([CH3:52])[CH3:53]>>[CH2:1]([c:2]1[cH:3][cH:4][cH:5][cH:6][cH:7]1)[n:8]1[c:9]([CH:30]([CH3:31])[CH3:32])[c:10]([C:18](=[O:19])[NH:20][CH2:21][c:22]2[cH:23][c:24]([F:29])[c:25]([F:28])[cH:26][cH:27]2)[c:11]2[cH:12][cH:13][c:14]([O:17][CH2:40][c:41]3[cH:42][cH:43][cH:44][cH:45][cH:46]3)[cH:15][c:16]12. Reactants: C(C=1C(S)=CC=CC1)(=O)O (thiosalicylic acid), C1=CC=CC=2C3=CC=CC=C3C(C12)COC(=O)NCCCBr (3-(9-fluorenylmethoxycarbonylamino)-propyl bromide), Cl (hydrochloric acid). Procedure: To a solution of thiosalicylic acid (500 mg) in ethanol (15 ml) and 2N sodium hydroxide aqueous solution (3.2 ml) was added 3-(9-fluorenylmethoxycarbonylamino)-propyl bromide at ambient temperature and the suspension was stirred for 2 hours. The resulting clear solution was diluted with water (20 ml) and acidified with 1N hydrochloric acid (6.5 ml). White crystals were collected by filtration and the solid was washed with ethanol-water (1:3, 15 ml) and then with n-hexane - diethyl and either (2:... Solvent: C(C)O (ethanol), [OH-].[Na+] (sodium hydroxide), O (water). Conditions: time 2 hour. Product: C1=CC=CC=2C3=CC=CC=C3C(C12)COC(=O)NCCCSC1=C(C(=O)O)C=CC=C1 (2-[3-(9-fluorenylmethoxycarbonylamino)-propylthio]benzoic acid). RXN SMILES: [C:1]([OH:10])(=[O:9])[C:2]1[C:3](=[CH:5][CH:6]=[CH:7][CH:8]=1)[SH:4].[CH:11]1[C:23]2[CH:22]([CH2:24][O:25][C:26]([NH:28][CH2:29][CH2:30][CH2:31]Br)=[O:27])[C:21]3[C:16](=[CH:17][CH:18]=[CH:19][CH:20]=3)[C:15]=2[CH:14]=[CH:13][CH:12]=1.Cl>C(O)C.[OH-].[Na+].O>[CH:20]1[C:21]2[CH:22]([CH2:24][O:25][C:26]([NH:28][CH2:29][CH2:30][CH2:31][S:4][C:3]3[CH:5]=[CH:6][CH:7]=[CH:8][C:2]=3[C:1]([OH:10])=[O:9])=[O:27])[C:23]3[C:15](=[CH:14][CH:13]=[CH:12][CH:11]=3)[C:16]=2[CH:17]=[CH:18][CH:19]=1 |f:4.5|. The reactants are Phosphazene, CC1(CC(=NO1)S(=O)(=O)C(C)C1=CC=CC=C1)C (5,5-dimethyl-3-(1-phenyl-ethanesulfonyl)-4,5-dihydroisoxazole), C1=CC=C(C=C1)S(=O)(=O)N(F)S(=O)(=O)C2=CC=CC=C2 (N-fluorobenzene-sulfonimide). Run in C1CCOC1 (THF). Conditions: time 15 minute. Yields the product FC(C)(S(=O)(=O)C1=NOC(C1)(C)C)C1=CC=CC=C1 (3-(1-fluoro-1-phenyl-ethanesulfonyl)-5,5-dimethyl-4,5-dihydroisoxazole). Yield: 55.7%. Reaction SMILES: [CH3:1][C:2]1([CH3:18])[O:6][N:5]=[C:4]([S:7]([CH:10]([C:12]2[CH:17]=[CH:16][CH:15]=[CH:14][CH:13]=2)[CH3:11])(=[O:9])=[O:8])[CH2:3]1.C1C=CC(S(N(S(C2C=CC=CC=2)(=O)=O)[F:29])(=O)=O)=CC=1>C1COCC1>[F:29][C:10]([C:12]1[CH:17]=[CH:16][CH:15]=[CH:14][CH:13]=1)([S:7]([C:4]1[CH2:3][C:2]([CH3:1])([CH3:18])[O:6][N:5]=1)(=[O:9])=[O:8])[CH3:11]. Procedure details: Phosphazene base 1-tert-butyl-2,2,4,4,4-pentakis(dimethylamino)-2-lambda5-5,4-lambda5-5-catenadi(phosphazene) (P2-tBu) (2M in THF) (0.3 ml, 0.6 mmol) was added to a solution of 5,5-dimethyl-3-(1-phenyl-ethanesulfonyl)-4,5-dihydroisoxazole (150 mg, 0.56 mmol) in THF (8 ml) at room temperature. After 10 minutes N-fluorobenzene-sulfonimide (NFSI) (190 mg, 0.6 mmol) was added. The mixture was stirred at room temperature for 15 minutes. The mixture was absorbed onto silica gel and purified by chromat...